From a dataset of the Open Reaction Database (ORD), a public repository of structured organic reaction records. describe an organic reaction: reactants, conditions, products, and yield Reactants: CS(=O)(=O)OCCOC1=C(C=CC=C1)OCC (2-(2-ethyloxyphenoxy)ethyl methanesulfonate), ClC=1C=C2C(=CNC2=CC1)CC(C)(C)N ([2-(5-chloro-1H-indol-3-yl)-1,1-dimethylethyl]amine), N1C=C(C2=CC=CC=C12)CCCN ([3-(1H-indol-3-yl)-prop-1-yl]amine). The product is Cl.N1C=C(C2=CC=CC=C12)CCCNCCOC1=C(C=CC=C1)OCC ([3-(1H-indol-3-yl)prop-1-yl][2-(2-ethyloxyphenoxy)ethyl]amine hydrochloride). As a reaction SMILES: CS(O[CH2:6][CH2:7][O:8][C:9]1[CH:14]=[CH:13][CH:12]=[CH:11][C:10]=1[O:15][CH2:16][CH3:17])(=O)=O.[Cl:18]C1C=C2C(=CC=1)NC=C2CC(N)(C)C.[NH:33]1[C:41]2[C:36](=[CH:37][CH:38]=[CH:39][CH:40]=2)[C:35]([CH2:42][CH2:43][CH2:44][NH2:45])=[CH:34]1>>[ClH:18].[NH:33]1[C:41]2[C:36](=[CH:37][CH:38]=[CH:39][CH:40]=2)[C:35]([CH2:42][CH2:43][CH2:44][NH:45][CH2:6][CH2:7][O:8][C:9]2[CH:14]=[CH:13][CH:12]=[CH:11][C:10]=2[O:15][CH2:16][CH3:17])=[CH:34]1 |f:3.4|. Procedure: Proceeding as in Example 3, but replacing 2-[2-(cyclopropylmethyloxy)phenoxy]ethyl methanesulfonate with 2-(2-ethyloxyphenoxy)ethyl methanesulfonate and [2-(5-chloro-1H-indol-3-yl)-1,1-dimethylethyl]amine with [3-(1H-indol-3-yl)-prop-1-yl]amine, gave [3-(1H-indol-3-yl)prop-1-yl][2-(2-ethyloxyphenoxy)ethyl]amine hydrochloride, m.p. 147°-148° C. Starting materials: resultant mixture, COC=1C=C(C=C(C1OC)OC)C1=CC(=NN1)C(=O)OCC (Ethyl 5-(3,4,5-trimethoxyphenyl)pyrazole-3-carboxylate), COCCl (chloromethyl methyl ether), C(C)(C)N(CC)C(C)C (diisopropylethylamine). Run in ClCCl (dichloromethane). Product: COCN1N=C(C=C1C1=CC(=C(C(=C1)OC)OC)OC)C(=O)OCC (Ethyl 1-Methoxymethyl-5-(3,4,5-trimethoxy-phenyl)pyrazole-3-carboxylate). Reaction SMILES: [CH3:1][O:2][C:3]1[CH:4]=[C:5]([C:13]2[NH:17][N:16]=[C:15]([C:18]([O:20][CH2:21][CH3:22])=[O:19])[CH:14]=2)[CH:6]=[C:7]([O:11][CH3:12])[C:8]=1[O:9][CH3:10].C(N(C(C)C)CC)(C)C.[CH3:32][O:33][CH2:34]Cl>ClCCl>[CH3:32][O:33][CH2:34][N:17]1[C:13]([C:5]2[CH:6]=[C:7]([O:11][CH3:12])[C:8]([O:9][CH3:10])=[C:3]([O:2][CH3:1])[CH:4]=2)=[CH:14][C:15]([C:18]([O:20][CH2:21][CH3:22])=[O:19])=[N:16]1. Procedure details: Ethyl 5-(3,4,5-trimethoxyphenyl)pyrazole-3-carboxylate (1.70 g) was dissolved in dichloromethane (50 mL), and to the solution diisopropylethylamine (933 mg) was added at 0° C., and chloromethyl methyl ether (581 mg) was then added thereto. The resultant mixture was stirred at room temperature for 30 minutes under an argon atmosphere. The reaction mixture was washed with water and saturated brine, dried over anhydrous sodium sulfate and then concentrated under reduced pressure to obtain the title...